From a dataset of the Open Reaction Database (ORD), a public repository of structured organic reaction records. describe an organic reaction: reactants, conditions, products, and yield The reactants are COC(=O)C1=NC=C(C=C1)NCC=CC1=CC=CC=C1 (5-cinnamylamino-pyridine-2-carboxylic acid methyl ester), C (charcoal). Run in C(C)(C)O (isopropanol), [OH-].[Na+] (sodium hydroxide). Product: C(C=CC1=CC=CC=C1)NC=1C=CC(=NC1)C(=O)O (5-cinnamylaminopyridine-2-carboxylic acid). As a reaction SMILES: C[O:2][C:3]([C:5]1[CH:10]=[CH:9][C:8]([NH:11][CH2:12][CH:13]=[CH:14][C:15]2[CH:20]=[CH:19][CH:18]=[CH:17][CH:16]=2)=[CH:7][N:6]=1)=[O:4].C>C(O)(C)C.[OH-].[Na+]>[CH2:12]([NH:11][C:8]1[CH:9]=[CH:10][C:5]([C:3]([OH:4])=[O:2])=[N:6][CH:7]=1)[CH:13]=[CH:14][C:15]1[CH:16]=[CH:17][CH:18]=[CH:19][CH:20]=1 |f:3.4|. Procedure: To the solution of 11.9 g of 5-cinnamylamino-pyridine-2-carboxylic acid methyl ester in 25 ml of isopropanol, 28 ml of 2 N aqueous sodium hydroxide are added and the mixture intermittently heated on the steam bath for 40 minutes. It is cooled, decolorized with charcoal, filtered and the filtrate slightly acidified with hydrochloric acid and acetic acid. The mixture is extracted with benzene, the extract dried, evaporated and the residue recrystallized from benzene/methanol, to yield the 5-cinnam... Starting materials: CC(C)(C)OC(=O)NCCn1cc[nH]c1=O, ClCCl, O=C(O)C(F)(F)F. The product is O=C(O)C(F)(F)F, NCCn1cc[nH]c1=O. RXN SMILES: [C:8]([O:9][C:10](=[O:11])[NH:14][CH2:15][CH2:16][n:17]1[c:18](=[O:22])[nH:19][cH:20][cH:21]1)([CH3:12])([CH3:13])[CH3:23].[Cl:24][CH2:25][Cl:26].[F:1][C:2]([C:3](=[O:4])[OH:5])([F:6])[F:7]>>[F:1][C:2]([C:3](=[O:4])[OH:5])([F:6])[F:7].[NH2:14][CH2:15][CH2:16][n:17]1[c:18](=[O:22])[nH:19][cH:20][cH:21]1. Starting materials: OC1CN(CC2=C(C3=C(C=C12)OCO3)OC)C (4-hydroxy-8-methoxy-2-methyl-6,7 -methylenedioxy-1,2,3,4-tetrahydroisoquinoline), S(O)(O)(=O)=O (sulfuric acid). The reagents and catalysts are [C].[Pd] (palladium carbon). Run in C(C)(=O)O (acetic acid). Conditions: time 2 hour. The product is COC=1C2=C(C=C3CCN(CC13)C)OCO2 (8-methoxy-2-methyl-6,7-methylenedioxy-1,2,3,4-tetrahydroisoquinoline). The yield is 93.1%. RXN SMILES: O[CH:2]1[C:11]2[C:6](=[C:7]([O:15][CH3:16])[C:8]3[O:14][CH2:13][O:12][C:9]=3[CH:10]=2)[CH2:5][N:4]([CH3:17])[CH2:3]1.S(=O)(=O)(O)O>C(O)(=O)C.[C].[Pd]>[CH3:16][O:15][C:7]1[C:8]2[O:14][CH2:13][O:12][C:9]=2[CH:10]=[C:11]2[C:6]=1[CH2:5][N:4]([CH3:17])[CH2:3][CH2:2]2 |f:3.4|. Procedure details: 1.19 g (5 mmol) of 4-hydroxy-8-methoxy-2-methyl-6,7-methylenedioxy-1,2,3,4-tetrahydroisoquinoline (6) was dissolved in 15 ml of acetic acid, and this solution was subjected to catalytic reduction for 2 hours at 75° C. by adding 0.33 ml (6 mmol) of 97% sulfuric acid and 500 mg of 5% palladium carbon. The catalyst was filtered off, and the filtrate was added with 2 ml of 25% aqueous solution of sodium hydroxide and 5 ml of water and then concentrated under reduced pressure. The residue was added w... Reactants: CC(=O)N1CCN(c2ccc(Nc3ncc(F)c(N4CCC(NC(=O)OCc5ccccc5)CC4)n3)cc2)CC1, CO, [H][H]. The product is CC(=O)N1CCN(c2ccc(Nc3ncc(F)c(N4CCC(N)CC4)n3)cc2)CC1. As a reaction SMILES: [C:1]([CH3:2])(=[O:3])[N:4]1[CH2:5][CH2:6][N:7]([c:10]2[cH:11][cH:12][c:13]([NH:16][c:17]3[n:18][cH:19][c:20]([F:40])[c:21]([N:23]4[CH2:24][CH2:25][CH:26]([NH:29][C:30](=[O:31])[O:32][CH2:33][c:34]5[cH:35][cH:36][cH:37][cH:38][cH:39]5)[CH2:27][CH2:28]4)[n:22]3)[cH:14][cH:15]2)[CH2:8][CH2:9]1.[CH3:43][OH:44].[H:41][H:42]>>[C:1]([CH3:2])(=[O:3])[N:4]1[CH2:5][CH2:6][N:7]([c:10]2[cH:11][cH:12][c:13]([NH:16][c:17]3[n:18][cH:19][c:20]([F:40])[c:21]([N:23]4[CH2:24][CH2:25][CH:26]([NH2:29])[CH2:27][CH2:28]4)[n:22]3)[cH:14][cH:15]2)[CH2:8][CH2:9]1. Reactants: C(C)N(C(C)C)C(C)C (ethyldiisopropylamine), Cl.COC(C[C@@H]1CC[C@H](CC1)C1=CC=C(C=C1)NC(CCN)=O)=O (Trans-{4-[4-(3-aminopropionylamino)-phenyl]cyclohexyl}acetic acid methyl ester HCl salt), C=1C=CC2=C(C1)N=NN2O (HOBt), CCN=C=NCCCN(C)C (EDCI), ClC1=C(C=CC=C1)C=1OC(=C(N1)C(=O)O)C (2-(2-chloro-phenyl)-5-methyl-oxazole-4-carboxylic acid), C(=O)(O)[O-].[Na+] (NaHCO3). Run in ClCCl (dichloromethane). Reaction conditions: time 24 hour. Yields the product COC(C[C@@H]1CC[C@H](CC1)C1=CC=C(C=C1)NC(CCNC(=O)C=1N=C(OC1C)C1=C(C=CC=C1)Cl)=O)=O (trans-{4-[4-(3-{[2-(2-chlorophenyl)-5-methyloxazole-4-carbonyl]amino}propionylamino)phenyl]cyclohexyl}acetic acid methyl ester). Yield: 88.0%. As a reaction SMILES: Cl.[CH3:2][O:3][C:4](=[O:24])[CH2:5][C@H:6]1[CH2:11][CH2:10][C@H:9]([C:12]2[CH:17]=[CH:16][C:15]([NH:18][C:19](=[O:23])[CH2:20][CH2:21][NH2:22])=[CH:14][CH:13]=2)[CH2:8][CH2:7]1.CCN=C=NCCCN(C)C.[Cl:36][C:37]1[CH:42]=[CH:41][CH:40]=[CH:39][C:38]=1[C:43]1[O:44][C:45]([CH3:51])=[C:46]([C:48](O)=[O:49])[N:47]=1.C1C=CC2N(O)N=NC=2C=1.C(N(C(C)C)C(C)C)C.C([O-])(O)=O.[Na+]>ClCCl>[CH3:2][O:3][C:4](=[O:24])[CH2:5][C@H:6]1[CH2:7][CH2:8][C@H:9]([C:12]2[CH:13]=[CH:14][C:15]([NH:18][C:19](=[O:23])[CH2:20][CH2:21][NH:22][C:48]([C:46]3[N:47]=[C:43]([C:38]4[CH:39]=[CH:40][CH:41]=[CH:42][C:37]=4[Cl:36])[O:44][C:45]=3[CH3:51])=[O:49])=[CH:16][CH:17]=2)[CH2:10][CH2:11]1 |f:0.1,6.7|. Procedure: Trans-{4-[4-(3-aminopropionylamino)-phenyl]cyclohexyl}acetic acid methyl ester HCl salt (60 mg, 0.169 mmol), EDCI (81.05 mg, 0.423 mmol), 2-(2-chloro-phenyl)-5-methyl-oxazole-4-carboxylic acid (44.2 mg, 0.186 mmol), HOBt (34.28 mg, 0.254 mmol) and ethyldiisopropylamine (76.68 mg, 0.592 mmol) were put into dichloromethane solvent (10 mL) and stirred at room temperature for 24 hours. After the reaction, aqueous NaHCO3 was added thereto, and extracted with dichloromethane. The organic layer was was... Starting materials: [N+](=O)([O-])C=1C=C(C(=O)Cl)C=C(C1)[N+](=O)[O-] (3,5-dinitrobenzoyl chloride), COC1=C(C=CC(C2=CC(=C(C=C2)OC)N)S(=O)(=O)C(C2=CC(=C(C=C2)OC)N)C=CC2=C(C=C(C=C2OC)OC)OC)C(=CC(=C1)OC)OC (2,4,6-trimethoxystyryl-3-amino-4-methoxybenzylsulfone). Run in O1CCCC1 (tetrahydrofuran), O1CCCC1 (tetrahydrofuran). Run at time 8 hour. Yields the product COC1=C(/C=C/C(C2=CC(=C(C=C2)OC)NC(C2=CC(=CC(=C2)[N+](=O)[O-])[N+](=O)[O-])=O)S(=O)(=O)C(C2=CC(=C(C=C2)OC)NC(C2=CC(=CC(=C2)[N+](=O)[O-])[N+](=O)[O-])=O)\C=C\C2=C(C=C(C=C2OC)OC)OC)C(=CC(=C1)OC)OC ((E)-2,4,6-trimethoxystyryl-3-(3,5-dinitrobenzamido)-4-methoxybenzylsulfone). Yield: 80.0%. Reaction SMILES: [N+:1]([C:4]1[CH:5]=[C:6]([CH:10]=[C:11]([N+:13]([O-:15])=[O:14])[CH:12]=1)[C:7](Cl)=[O:8])([O-:3])=[O:2].[CH3:16][O:17][C:18]1[CH:62]=[C:61]([O:63][CH3:64])[CH:60]=[C:59]([O:65][CH3:66])[C:19]=1[CH:20]=[CH:21][CH:22]([S:32]([CH:35]([CH:45]=[CH:46][C:47]1[C:52]([O:53][CH3:54])=[CH:51][C:50]([O:55][CH3:56])=[CH:49][C:48]=1[O:57][CH3:58])[C:36]1[CH:41]=[CH:40][C:39]([O:42][CH3:43])=[C:38]([NH2:44])[CH:37]=1)(=[O:34])=[O:33])[C:23]1[CH:28]=[CH:27][C:26]([O:29][CH3:30])=[C:25]([NH2:31])[CH:24]=1>O1CCCC1>[CH3:66][O:65][C:59]1[CH:60]=[C:61]([O:63][CH3:64])[CH:62]=[C:18]([O:17][CH3:16])[C:19]=1/[CH:20]=[CH:21]/[CH:22]([S:32]([CH:35](/[CH:45]=[CH:46]/[C:47]1[C:48]([O:57][CH3:58])=[CH:49][C:50]([O:55][CH3:56])=[CH:51][C:52]=1[O:53][CH3:54])[C:36]1[CH:41]=[CH:40][C:39]([O:42][CH3:43])=[C:38]([NH:44][C:7](=[O:8])[C:6]2[CH:5]=[C:4]([N+:1]([O-:3])=[O:2])[CH:12]=[C:11]([N+:13]([O-:15])=[O:14])[CH:10]=2)[CH:37]=1)(=[O:34])=[O:33])[C:23]1[CH:28]=[CH:27][C:26]([O:29][CH3:30])=[C:25]([NH:31][C:7](=[O:8])[C:6]2[CH:5]=[C:4]([N+:1]([O-:3])=[O:2])[CH:12]=[C:11]([N+:13]([O-:15])=[O:14])[CH:10]=2)[CH:24]=1. Reported procedure: To a solution of 3,5-dinitrobenzoyl chloride (10 mmol) in tetrahydrofuran (40 mL) was added drop wise a solution of 2,4,6-trimethoxystyryl-3-amino-4-methoxybenzylsulfone (10 mmol) in tetrahydrofuran. The solution was stirred overnight and the completion of the reaction was monitored by TLC. The solvent was removed and the residue was taken up in dichloromethane and washed with water. The organic layer was dried over anhydrous sodium sulfate and evaporated to give (E)-2,4,6-trimethoxystyryl-3-(3,... Reactants: O=S(=O)(c1ccc(Br)cc1)N1CCOCC1, COc1ccc(CN(Cc2ccc(OC)cc2)c2ncc(-c3nc(N4CCOCC4)nc4c3CCN4)cn2)cc1, COc1ccc(CN(Cc2ccc(OC)cc2)c2ncc(-c3nc(N4CCOCC4)nc4c3CCN4c3ccc(S(=O)(=O)N4CCOCC4)cc3)cn2)cc1. Reaction SMILES: [Br:41][c:42]1[cH:43][cH:44][c:45]([S:46]([N:47]2[CH2:48][CH2:49][O:50][CH2:51][CH2:52]2)(=[O:53])=[O:54])[cH:55][cH:56]1.[CH3:1][O:2][c:3]1[cH:4][cH:5][c:6]([CH2:7][N:8]([CH2:9][c:10]2[cH:11][cH:12][c:13]([O:14][CH3:15])[cH:16][cH:17]2)[c:18]2[n:19][cH:20][c:21](-[c:22]3[c:23]4[c:27]([n:28][c:29]([N:30]5[CH2:31][CH2:32][O:33][CH2:34][CH2:35]5)[n:36]3)[NH:26][CH2:25][CH2:24]4)[cH:37][n:38]2)[cH:39][cH:40]1.[CH3:57][O:58][c:59]1[cH:60][cH:61][c:62]([CH2:63][N:64]([c:65]2[n:66][cH:67][c:68](-[c:71]3[c:72]4[c:73]([n:74][c:75]([N:77]5[CH2:78][CH2:79][O:80][CH2:81][CH2:82]5)[n:76]3)[N:83]([c:86]3[cH:87][cH:88][c:89]([S:92](=[O:93])(=[O:94])[N:95]5[CH2:96][CH2:97][O:98][CH2:99][CH2:100]5)[cH:90][cH:91]3)[CH2:84][CH2:85]4)[cH:69][n:70]2)[CH2:101][c:102]2[cH:103][cH:104][c:105]([O:106][CH3:107])[cH:108][cH:109]2)[cH:110][cH:111]1>>[NH2:64][c:65]1[n:66][cH:67][c:68](-[c:71]2[c:72]3[c:73]([n:74][c:75]([N:77]4[CH2:78][CH2:79][O:80][CH2:81][CH2:82]4)[n:76]2)[N:83]([c:86]2[cH:87][cH:88][c:89]([S:92](=[O:93])(=[O:94])[N:95]4[CH2:96][CH2:97][O:98][CH2:99][CH2:100]4)[cH:90][cH:91]2)[CH2:84][CH2:85]3)[cH:69][n:70]1. Yields the product Nc1ncc(-c2nc(N3CCOCC3)nc3c2CCN3c2ccc(S(=O)(=O)N3CCOCC3)cc2)cn1. Reactants: C(CC\C=C/CCCC)[Mg]Cl (cis-4-nonenyl magnesium chloride), O1CCCC1 (tetrahydrofuran), O1CCCC1 (tetrahydrofuran), BrCCCCCCC#C (8-bromo-1-octyne), C[Mg]Cl (methyl magnesium chloride), dilithium tetrachlorocuprate Li2CuCl4. Reaction conditions: time 1 hour. Product: C(C#CCCCCCCCCC\C=C/CCCC)O (cis-13-Octadecen-2-yn-1-ol). RXN SMILES: Br[CH2:2][CH2:3][CH2:4][CH2:5][CH2:6][CH2:7][C:8]#[CH:9].C[Mg]Cl.[CH2:13]([Mg]Cl)[CH2:14][CH2:15]/[CH:16]=[CH:17]\[CH2:18]CCC.[O:24]1[CH2:28][CH2:27][CH2:26][CH2:25]1>>[CH2:25]([OH:24])[C:26]#[C:27][CH2:28][CH2:9][CH2:8][CH2:7][CH2:6][CH2:5][CH2:4][CH2:3][CH2:2]/[CH:13]=[CH:14]\[CH2:15][CH2:16][CH2:17][CH3:18]. Procedure: cis-13-Octadecen-2-yn-1-ol was synthesized in the following manner. Thus, 153 g (0.81 mole) of 8-bromo-1-octyne were added dropwise at 50° to 55° C. to 1 mole of methyl magnesium chloride dissolved in 300 ml of tetrahydrofuran and the mixture was agitated for 1 hour followed by the addition of 2 g of dilithium tetrachlorocuprate Li2CuCl4. Thereafter, a solution of 1 mole of cis-4-nonenyl magnesium chloride dissolved in 300 ml of tetrahydrofuran was added dropwise to the reaction mixture at 40° t... Starting materials: [BH4-], C1CCOC1, O=C(O)C(F)(F)F, [Na+], COc1cc(C2Nc3ccc(C#N)cc3C3c4ccccc4CCC23)ccc1O. Yields the product COc1cc(C2Nc3ccc(CN)cc3C3c4ccccc4CCC23)ccc1O. Reaction SMILES: [BH4-:30].[CH2:39]1[O:40][CH2:41][CH2:42][CH2:43]1.[F:32][C:33]([F:34])([F:35])[C:36]([OH:37])=[O:38].[Na+:31].[OH:1][c:2]1[c:3]([O:28][CH3:29])[cH:4][c:5]([CH:8]2[NH:9][c:10]3[cH:11][cH:12][c:13]([C:26]#[N:27])[cH:14][c:15]3[CH:16]3[c:17]4[c:18]([cH:22][cH:23][cH:24][cH:25]4)[CH2:19][CH2:20][CH:21]23)[cH:6][cH:7]1>>[OH:1][c:2]1[c:3]([O:28][CH3:29])[cH:4][c:5]([CH:8]2[NH:9][c:10]3[cH:11][cH:12][c:13]([CH2:26][NH2:27])[cH:14][c:15]3[CH:16]3[c:17]4[c:18]([cH:22][cH:23][cH:24][cH:25]4)[CH2:19][CH2:20][CH:21]23)[cH:6][cH:7]1. Starting materials: ClC1NC=2CCCCC2C(=N1)NC=1NN=C(C1)C1CC1 ((2-Chloro-1,2,5,6,7,8-hexahydro-quinazolin-4-yl)-(5-cyclopropyl-2H-pyrazol-3-yl)-amine), C(C=1C(N)=CC=CC1)(=O)OC (methyl anthranilate), C(C)(=O)OCC (ethyl acetate), C([O-])(O)=O.[Na+] (sodium bicarbonate). Run in CO.ClCCl (methanol dichloromethane), Cl (HCl), CO (methanol). Yields the product Cl.C1(CC1)C=1C=C(NN1)NC1=NC=2N(C=3CCCCC13)C(C=1C=CC=CC1N2)=O (5-(5-cyclopropyl-2H-pyrazol-3-ylamino)-1,2,3,4-tetrahydro-quinazolino[3,2-a]quinazolin-12-one hydrochloride). The yield is 7.1%. RXN SMILES: [Cl:1][CH:2]1[N:11]=[C:10]([NH:12][C:13]2[NH:14][N:15]=[C:16]([CH:18]3[CH2:20][CH2:19]3)[CH:17]=2)[C:9]2[CH2:8][CH2:7][CH2:6][CH2:5][C:4]=2[NH:3]1.[C:21](OC)(=[O:29])[C:22]1[C:23](=[CH:25][CH:26]=[CH:27][CH:28]=1)[NH2:24].C(OCC)(=O)C.C(=O)(O)[O-].[Na+]>CO.ClCCl.Cl.CO>[ClH:1].[CH:18]1([C:16]2[CH:17]=[C:13]([NH:12][C:10]3[C:9]4[CH2:8][CH2:7][CH2:6][CH2:5][C:4]=4[N:3]4[C:21](=[O:29])[C:22]5[CH:28]=[CH:27][CH:26]=[CH:25][C:23]=5[N:24]=[C:2]4[N:11]=3)[NH:14][N:15]=2)[CH2:20][CH2:19]1 |f:3.4,5.6,9.10|. Reported procedure: (2-Chloro-1,2,5,6,7,8-hexahydro-quinazolin-4-yl)-(5-cyclopropyl-2H-pyrazol-3-yl)-amine (150 mg, 0.518 mmol), in methyl anthranilate (0.1 ml, 0.777 mmol) was heated to 135° C. for 4 hours to give a brown gum. This was dissolved in methanol/dichloromethane and added to a mixture of ethyl acetate and aqueous sodium bicarbonate. The mixture was extracted with ethyl acetate and the extracts dried over magnesium sulphate and concentrated. Purification by flash chromatography on silica gel eluting with...